Dataset: the Open Reaction Database (ORD), a public repository of structured organic reaction records. Task: describe an organic reaction: reactants, conditions, products, and yield The reactants are N=C(c1ccccc1)c1ccccc1, CCCCCCCCCCCC, CC(C)(C)[O-], NC1CCCCC1N, [Cu]I, Cc1cc(C)cc(I)c1, [Na+], C1COCCO1. Yields the product Cc1cc(C)cc(N=C(c2ccccc2)c2ccccc2)c1. Reaction SMILES: [C:36]([c:37]1[cH:38][cH:39][cH:40][cH:41][cH:42]1)([c:43]1[cH:44][cH:45][cH:46][cH:47][cH:48]1)=[NH:49].[CH3:15][CH2:16][CH2:17][CH2:18][CH2:19][CH2:20][CH2:21][CH2:22][CH2:23][CH2:24][CH2:25][CH3:26].[CH3:1][C:2]([CH3:3])([O-:4])[CH3:5].[CH:7]1([NH2:8])[CH2:9][CH2:10][CH2:11][CH2:12][CH:13]1[NH2:14].[Cu:50][I:51].[I:27][c:28]1[cH:29][c:30]([CH3:35])[cH:31][c:32]([CH3:34])[cH:33]1.[Na+:6].[O:52]1[CH2:53][CH2:54][O:55][CH2:56][CH2:57]1>>[c:28]1([N:49]=[C:36]([c:37]2[cH:38][cH:39][cH:40][cH:41][cH:42]2)[c:43]2[cH:44][cH:45][cH:46][cH:47][cH:48]2)[cH:29][c:30]([CH3:35])[cH:31][c:32]([CH3:34])[cH:33]1. The reactants are C(#N)N=C(N)N (dicyandiamide), Cl (hydrochloride), [Cl-].[NH4+] (ammonium chloride), [Cl-].[NH4+] (ammonium chloride), C(CN)N (ethylenediamine), C=O (formaldehyde), C(#N)N=C(N)N (dicyandiamide), C=O.C(#N)N=C(N)N.C(CN)N (formaldehyde dicyandiamide ethylenediamine), C=O.NC(=O)N.C(#N)N=C(N)N (formaldehyde urea dicyandiamide), C=O (formaldehyde). The solvent is C=O.C(#N)N=C(N)N (formaldehyde dicyandiamide). The product is NC(=O)N (urea), C(#N)N=C(N)N (dicyandiamide), C=O (formaldehyde), Cl (hydrochloric acid). RXN SMILES: [CH2:1]=[O:2].[C:3]([N:5]=[C:6]([NH2:8])[NH2:7])#[N:4].C(N)CN.C=O.[NH2:15][C:16]([NH2:18])=[O:17].C(N=C(N)N)#N.C=O.C(N=C(N)N)#N.[Cl-:33].[NH4+].C(N)CN.Cl>C=O.C(N=C(N)N)#N>[NH2:15][C:16]([NH2:18])=[O:17].[C:3]([N:5]=[C:6]([NH2:8])[NH2:7])#[N:4].[CH2:1]=[O:2].[ClH:33] |f:0.1.2,3.4.5,8.9,12.13|. Reported procedure: Particularly suitable basic aminoplasts are in particular formaldehyde-dicyandiamide, formaldehyde-dicyandiamide-ethylenediamine or formaldehyde-urea-dicyandiamide condensation products. Preferred products are obtained for example by condensation of formaldehyde, dicyandiamide and ammonium chloride or by condensation of formaldehyde with the reaction product of dicyandiamide with ethylenediamine or the corresponding acid salt, such as the hydrochloride or ammonium chloride. Further basic aminopl... The reactants are BrC=1C(N(C(=NC1)NC1=CC=CC=C1)C)=O (5-bromo-3-methyl-2-(phenylamino)pyrimidin-4(3H)-one), C(C1=CC=CC=C1)OC1=C(C=C(C=C1)B(O)O)F (4-(benzyloxy)-3-fluorophenylboronic acid), [Cl-].[Li+] (lithium chloride). Reagents/catalysts: C=1C=CC(=CC1)[P](C=2C=CC=CC2)(C=3C=CC=CC3)[Pd]([P](C=4C=CC=CC4)(C=5C=CC=CC5)C=6C=CC=CC6)([P](C=7C=CC=CC7)(C=8C=CC=CC8)C=9C=CC=CC9)[P](C=1C=CC=CC1)(C=1C=CC=CC1)C=1C=CC=CC1 (Pd(PPh3)4). The solvent is O1CCOCC1 (dioxane), C(=O)([O-])[O-].[Na+].[Na+] (Na2CO3). Reaction conditions: temperature 100 celsius, time 20 minute. Yields the product C(C1=CC=CC=C1)OC1=C(C=C(C=C1)C=1C(N(C(=NC1)NC1=CC=CC=C1)C)=O)F (5-(4-(benzyloxy)-3-fluorophenyl)-3-methyl-2-(phenylamino)pyrimidin-4(3H)-one). Yield: 64.0%. Reaction SMILES: Br[C:2]1[C:3](=[O:16])[N:4]([CH3:15])[C:5]([NH:8][C:9]2[CH:14]=[CH:13][CH:12]=[CH:11][CH:10]=2)=[N:6][CH:7]=1.[CH2:17]([O:24][C:25]1[CH:30]=[CH:29][C:28](B(O)O)=[CH:27][C:26]=1[F:34])[C:18]1[CH:23]=[CH:22][CH:21]=[CH:20][CH:19]=1.[Cl-].[Li+]>O1CCOCC1.C([O-])([O-])=O.[Na+].[Na+].C1C=CC([P]([Pd]([P](C2C=CC=CC=2)(C2C=CC=CC=2)C2C=CC=CC=2)([P](C2C=CC=CC=2)(C2C=CC=CC=2)C2C=CC=CC=2)[P](C2C=CC=CC=2)(C2C=CC=CC=2)C2C=CC=CC=2)(C2C=CC=CC=2)C2C=CC=CC=2)=CC=1>[CH2:17]([O:24][C:25]1[CH:30]=[CH:29][C:28]([C:2]2[C:3](=[O:16])[N:4]([CH3:15])[C:5]([NH:8][C:9]3[CH:14]=[CH:13][CH:12]=[CH:11][CH:10]=3)=[N:6][CH:7]=2)=[CH:27][C:26]=1[F:34])[C:18]1[CH:19]=[CH:20][CH:21]=[CH:22][CH:23]=1 |f:2.3,5.6.7,^1:52,54,73,92|. Procedure details: A suspension of 5-bromo-3-methyl-2-(phenylamino)pyrimidin-4(3H)-one (0.145 g, 0.518 mmol), 4-(benzyloxy)-3-fluorophenylboronic acid (0.153 g, 0.621 mmol), Pd(PPh3)4 (0.030 g, 0.026 mmol) and lithium chloride (0.110 g, 2.59 mmol) in dioxane (1.5 mL) and 2M aqueous Na2CO3 (1.5 mL) was stirred at 100° C. for 20 minutes. The reaction mixture was cooled to room temperature and then partitioned between EtOAc and H2O. The phases were separated, and the aqueous phase was re-extracted with EtOAc (1×). Th...